From a dataset of the Open Reaction Database (ORD), a public repository of structured organic reaction records. describe an organic reaction: reactants, conditions, products, and yield Reactants: [H][H] (hydrogen), BrC1=C(N)C(=CC(=C1)[N+](=O)[O-])Br (2,6-dibromo-4-nitroaniline), C(C)(=O)OCC (ethyl acetate), CN(C=O)C (dimethylformamide). The reagents and catalysts are [Pt] (platinum on carbon). Solvent: C(C)O (ethanol). The product is NC1=C(C=C(C=C1Br)N)Br (1,4-Diamino-2,6-dibromobenzene). Reaction SMILES: [Br:1][C:2]1[CH:8]=[C:7]([N+:9]([O-])=O)[CH:6]=[C:5]([Br:12])[C:3]=1[NH2:4].C(OCC)(=O)C.CN(C)C=O.[H][H]>C(O)C.[Pt]>[NH2:4][C:3]1[C:2]([Br:1])=[CH:8][C:7]([NH2:9])=[CH:6][C:5]=1[Br:12]. Reported procedure: 3.0 g of 2,6-dibromo-4-nitroaniline are dissolved in 150 ml of ethanol, 150 ml of ethyl acetate and 30 ml of dimethylformamide and, after addition of 0.5 g of platinum on carbon (5%), hydrogenated under a pressure of 1.5 bar of hydrogen in a Parr apparatus at room temperature for 1 hour. Cooling is followed by filtration, the solvent is distilled off in a rotary evaporator, and the residue is purified by column chromatography. The reactants are ClC=1N=CC(=NC1)C(=O)NNC(=O)OC(C)(C)C (1,1-dimethylethyl 2-[(5-chloro-2-pyrazinyl)carbonyl]hydrazine carboxylate), Cl (HCl), Cl (HCl). The solvent is O1CCOCC1 (1,4-dioxane), O1CCOCC1 (1,4-dioxane), O1CCOCC1 (1,4-dioxane). Conditions: time 4 hour. Product: ClC=1N=CC(=NC1)C(=O)NN (5-Chloro-2-pyrazinecarbohydrazide). As a reaction SMILES: [Cl:1][C:2]1[N:3]=[CH:4][C:5]([C:8]([NH:10][NH:11]C(OC(C)(C)C)=O)=[O:9])=[N:6][CH:7]=1.Cl>O1CCOCC1>[Cl:1][C:2]1[N:3]=[CH:4][C:5]([C:8]([NH:10][NH2:11])=[O:9])=[N:6][CH:7]=1. Reported procedure: To a solution of 1,1-dimethylethyl 2-[(5-chloro-2-pyrazinyl)carbonyl]hydrazine carboxylate (I48) (2.182 g, 8 mmol) in 1,4-dioxane (20 mL) was added 4M HCl in 1,4-dioxane (20.00 mL, 80 mmol). The solution was then stirred under argon for 4 hours. Analysis by LCMS showed some sign of starting material still present thus 4M HCl in 1,4-dioxane (8.00 mL, 32.0 mmol) was added. The solvent was then evaporated in vacuo and the remaining solid was loaded onto an SCX cartridge (2×10 g). The solid was then... Reactants: C1(CCCCCC1)(C(=O)OC)C(=O)OC (dimethyl cycloheptane-1,1-dicarboxylate), [H-].C(C(C)C)[Al+]CC(C)C (diisobutylaluminum hydride). Solvent: C(C)OCC (diethyl ether). Run at time 1.5 hour. Yields the product COC(=O)C1(CCCCC1)C=O (1-Formyl-Cyclohexanecarboxylic Acid Methyl Ester). RXN SMILES: [C:1]1([C:12]([O:14][CH3:15])=[O:13])([C:8]([O:10]C)=O)[CH2:7][CH2:6][CH2:5][CH2:4][CH2:3]C1.[H-].C([Al+]CC(C)C)C(C)C>C(OCC)C>[CH3:15][O:14][C:12]([C:1]1([CH:8]=[O:10])[CH2:3][CH2:4][CH2:5][CH2:6][CH2:7]1)=[O:13] |f:1.2|. Procedure details: To a solution of dimethyl cycloheptane-1,1-dicarboxylate (7.62 g, 35.6 mmol) in diethyl ether (250 mL) at −78° C. under an argon atmosphere was added diisobutylaluminum hydride (1.5M in toluene, 48 mL, 72 mmol) dropwise. After 1.5 h, the reaction mixture was quenched with a mixutre of methanol (100 mL) and water (100 mL), was filtered through Celite@ and was extracted with diethyl ether (100 mL×3). The combined organic extracts were dried (MgSO4), were filtered and were evaporated in vacuo to yi... Starting materials: C(C1=CC=CC=C1)(=O)Cl (benzoylchloride), [OH-].[Na+] (sodium hydroxide), product, C1(=CC=CC=C1)C (toluene), [OH-].[Na+] (sodium hydroxide), C1(CCCCC1)C(=O)Cl (cyclohexanecarbonylchloride), [OH-].[Na+] (sodium hydroxide), Cl.C(C)(C)(C)NN (t-butylhydrazine hydrochloride), C1(=CC=CC=C1)C (toluene). The solvent is CCCCCC (hexane), CCCCCC (hexane). Run at temperature 5 celsius, time 15 minute. Product: C(C)(C)(C)N(NC1CCCCC1)C(C1C(C=CC=C1)=C=O)=O (N'-t-butyl-N-cyclohexyl-carbonyl-N'-benzoylhydrazine). RXN SMILES: Cl.[C:2]([NH:6][NH2:7])([CH3:5])([CH3:4])[CH3:3].[OH-].[Na+].[CH:10]1([C:16](Cl)=[O:17])[CH2:15][CH2:14][CH2:13][CH2:12][CH2:11]1.[C:19](Cl)(=[O:26])C1C=CC=CC=1.[C:28]1(C)[CH:33]=[CH:32][CH:31]=[CH:30][CH:29]=1>CCCCCC>[C:2]([N:6]([C:16](=[O:17])[CH:10]1[CH:15]=[CH:14][CH:13]=[CH:12][C:11]1=[C:19]=[O:26])[NH:7][CH:28]1[CH2:33][CH2:32][CH2:31][CH2:30][CH2:29]1)([CH3:5])([CH3:4])[CH3:3] |f:0.1,2.3|. Procedure details: To a stirred suspension of t-butylhydrazine hydrochloride (2.0 g, 0.016M) in toluene (30 ml) was added 50% sodium hydroxide (1.3 g, 0.016M). After 15 minutes, the mixture was cooled to 5° C. and cyclohexanecarbonylchloride (2.4 g, 0.016M) and 50% sodium hydroxide (1.3 g, 0.016M) were added separately and simultaneously so as to maintain the reaction temperature below 10° C. After the addition, the reaction mixture was allowed to warm to room temperature and stirred for 1 hr. The mixture was dilu...